This data is from the Open Reaction Database (ORD), a public repository of structured organic reaction records. The task is: describe an organic reaction: reactants, conditions, products, and yield Reactants: ClC1=CC=C(C(=O)N(C)[C@@H]2CC[C@H](CC2)C2=C(C=C(C=C2)CCCO)CNC)C=C1 (trans-N-(4-chlorobenzoyl)-N-methyl-4-[4-(3-hydroxypropyl)methylaminomethylphenyl]cyclohexylamine), C(C(C)(C)C)(=O)Cl (pivaloylchloride). The product is ClC1=CC=C(C(=O)N(C)[C@@H]2CC[C@H](CC2)C2=C(C=C(C=C2)CCCOC(C(C)(C)C)=O)CNC)C=C1 (trans-N-(4-chlorobenzoyl)-N-methyl-4-[4-(3-pivaloyloxypropyl)methylaminomethylphenyl]-cyclohexylamine). As a reaction SMILES: [Cl:1][C:2]1[CH:30]=[CH:29][C:5]([C:6]([N:8]([C@H:10]2[CH2:15][CH2:14][C@H:13]([C:16]3[CH:21]=[CH:20][C:19]([CH2:22][CH2:23][CH2:24][OH:25])=[CH:18][C:17]=3[CH2:26][NH:27][CH3:28])[CH2:12][CH2:11]2)[CH3:9])=[O:7])=[CH:4][CH:3]=1.[C:31](Cl)(=[O:36])[C:32]([CH3:35])([CH3:34])[CH3:33]>>[Cl:1][C:2]1[CH:30]=[CH:29][C:5]([C:6]([N:8]([C@H:10]2[CH2:11][CH2:12][C@H:13]([C:16]3[CH:21]=[CH:20][C:19]([CH2:22][CH2:23][CH2:24][O:25][C:31](=[O:36])[C:32]([CH3:35])([CH3:34])[CH3:33])=[CH:18][C:17]=3[CH2:26][NH:27][CH3:28])[CH2:14][CH2:15]2)[CH3:9])=[O:7])=[CH:4][CH:3]=1. Procedure: from trans-N-(4-chlorobenzoyl)-N-methyl-4-[4-(3-hydroxypropyl)methylaminomethylphenyl]cyclohexylamine and pivaloylchloride. Melting point 100°-102° C. The reactants are ClC=1C(=NC=C(C1)C(F)(F)F)N1N=CC2=CC(=C(C=C12)[N+](=O)[O-])[N+](=O)[O-] (1-(3-Chloro-5-trifluoromethylpyridin-2-yl) -5,6-dinitroindazole). Reagents/catalysts: [Pd] (Pd-C). The solvent is C(C)(=O)OCC (ethyl acetate). Yields the product ClC=1C(=NC=C(C1)C(F)(F)F)N1N=CC2=CC(=C(C=C12)N)N (1-(3-chloro-5-trifluoromethylpyridin-2-yl)-5,6-diaminoindazole). As a reaction SMILES: [Cl:1][C:2]1[C:3]([N:12]2[C:20]3[C:15](=[CH:16][C:17]([N+:24]([O-])=O)=[C:18]([N+:21]([O-])=O)[CH:19]=3)[CH:14]=[N:13]2)=[N:4][CH:5]=[C:6]([C:8]([F:11])([F:10])[F:9])[CH:7]=1>C(OCC)(=O)C.[Pd]>[Cl:1][C:2]1[C:3]([N:12]2[C:20]3[C:15](=[CH:16][C:17]([NH2:24])=[C:18]([NH2:21])[CH:19]=3)[CH:14]=[N:13]2)=[N:4][CH:5]=[C:6]([C:8]([F:11])([F:9])[F:10])[CH:7]=1. Procedure details: 1-(3-Chloro-5-trifluoromethylpyridin-2-yl) -5,6-dinitroindazole [Compound No. 28] (8.0 g) was dissolved in ethyl acetate (100 g) and reduced with 10% Pd-C (0.1 g) at ordinary temperature under atmospheric pressure for 8 hours. After completion of the reaction, the reaction mixture was filtered to remove the Pd-C, and the filtrate was concentrated under reduced pressure to give 1-(3-chloro-5-trifluoromethylpyridin-2-yl)-5,6-diaminoindazole (7.2 g). Starting materials: COC1=C(C(=O)O)C=CC=C1CC(B1OC2(C3C(C(CC2O1)C3)(C)C)C)NC(CC=3C=C1CN(CC1=CC3)C)=O (2-Methoxy-3-[2-[2-(2-methyl-2,3-dihydro-1H-isoindol-5-yl)-acetylamino]-2-(2,9,9-trimethyl-3,5-dioxa-4-bora-tricyclo[6.1.1.02,6]dec-4-yl)-ethyl]-benzoic acid), Cl (HCl). Solvent: O1CCOCC1 (1,4-dioxane). Conditions: temperature 100 celsius. Yields the product OB1OC2=C(C[C@@H]1NC(CC=1C=C3CN(CC3=CC1)C)=O)C=CC=C2C(=O)O ((R)-2-Hydroxy-3-[2-(2-methyl-2,3-dihydro-1H-isoindol-5-yl)-acetylamino]-3,4-dihydro-2H-benzo[e][1,2]oxaborinine-8-carboxylic acid). Reaction SMILES: CO[C:3]1[C:11]([CH2:12][CH:13]([NH:27][C:28](=[O:40])[CH2:29][C:30]2[CH:31]=[C:32]3[C:36](=[CH:37][CH:38]=2)[CH2:35][N:34]([CH3:39])[CH2:33]3)[B:14]2[O:22]C3C(C)(C4CC(C3)C4(C)C)[O:15]2)=[CH:10][CH:9]=[CH:8][C:4]=1[C:5]([OH:7])=[O:6].Cl>O1CCOCC1>[OH:15][B:14]1[C@@H:13]([NH:27][C:28](=[O:40])[CH2:29][C:30]2[CH:31]=[C:32]3[C:36](=[CH:37][CH:38]=2)[CH2:35][N:34]([CH3:39])[CH2:33]3)[CH2:12][C:11]2[CH:10]=[CH:9][CH:8]=[C:4]([C:5]([OH:7])=[O:6])[C:3]=2[O:22]1. Reported procedure: To a mixture of 2-Methoxy-3-[2-[2-(2-methyl-2,3-dihydro-1H-isoindol-5-yl)-acetylamino]-2-(2,9,9-trimethyl-3,5-dioxa-4-bora-tricyclo[6.1.1.02,6]dec-4-yl)-ethyl]-benzoic acid (0.113 g, 0.207 mmol) and 1,4-dioxane (2.0 mL) was added 3N HCl (1.7 mL, 5.10 mmol) and the reaction was heated at 100° C. for 1 hr. The reaction was cooled to room temperature and extracted with diethyl ether (3×). The product remained in the aqueous layer and was purified by reverse phase preparative HPLC and dried using ly... Starting materials: C(C)(=O)N(C(C1=CC(=C(C=C1)OCCCCCCCCCCCCCC)C(C)(C)C)=O)CC1=NC=CC=C1 (N-Acetyl-3-(1,1-Dimethylethyl)-4-(tetradecyloxy)-N-(2-pyridinylmethyl)benzamide), CI (methyl iodide). Product: [I-].C(C)(=O)N(C(C1=CC(=C(C=C1)OCCCCCCCCCCCCCC)C(C)(C)C)=O)CC1=[N+](C=CC=C1)C (2-[[Acetyl[3-(1,1-dimethylethyl)-4-(tetradecyloxy)benzoyl]amino]methyl]-1-methylpyridinium iodide). RXN SMILES: [C:1]([N:4]([CH2:32][C:33]1[CH:38]=[CH:37][CH:36]=[CH:35][N:34]=1)[C:5](=[O:31])[C:6]1[CH:11]=[CH:10][C:9]([O:12][CH2:13][CH2:14][CH2:15][CH2:16][CH2:17][CH2:18][CH2:19][CH2:20][CH2:21][CH2:22][CH2:23][CH2:24][CH2:25][CH3:26])=[C:8]([C:27]([CH3:30])([CH3:29])[CH3:28])[CH:7]=1)(=[O:3])[CH3:2].[CH3:39][I:40]>>[I-:40].[C:1]([N:4]([CH2:32][C:33]1[CH:38]=[CH:37][CH:36]=[CH:35][N+:34]=1[CH3:39])[C:5](=[O:31])[C:6]1[CH:11]=[CH:10][C:9]([O:12][CH2:13][CH2:14][CH2:15][CH2:16][CH2:17][CH2:18][CH2:19][CH2:20][CH2:21][CH2:22][CH2:23][CH2:24][CH2:25][CH3:26])=[C:8]([C:27]([CH3:28])([CH3:29])[CH3:30])[CH:7]=1)(=[O:3])[CH3:2] |f:2.3|. Procedure details: The title compound is prepared by the procedure of Example 28 using 0.256 g of product from Example 34 and 1.52 ml of methyl iodide. The residue is recrystallized from methyl alcohol to give 0.315 g of the desired product as yellow crystals. Starting materials: CCOC(C)=O, COC(=O)c1ccc(COc2cc(C)c(C)cc2N(CC(C)C)S(=O)(=O)c2ccc(C)o2)c(C)c1, CO, Cl, [Na+], C1COCCO1, [OH-], O. Yields the product Cc1ccc(S(=O)(=O)N(CC(C)C)c2cc(C)c(C)cc2OCc2ccc(C(=O)O)cc2C)o1. Reaction SMILES: [C:38]([O:39][CH2:40][CH3:41])(=[O:42])[CH3:43].[CH3:1][O:2][C:3]([c:4]1[cH:5][c:6]([CH3:34])[c:7]([CH2:10][O:11][c:12]2[c:13]([N:20]([S:21](=[O:22])(=[O:23])[c:24]3[o:25][c:26]([CH3:29])[cH:27][cH:28]3)[CH2:30][CH:31]([CH3:32])[CH3:33])[cH:14][c:15]([CH3:19])[c:16]([CH3:18])[cH:17]2)[cH:8][cH:9]1)=[O:35].[CH3:52][OH:53].[ClH:36].[Na+:51].[O:44]1[CH2:45][CH2:46][O:47][CH2:48][CH2:49]1.[OH-:50].[OH2:37]>>[O:2]=[C:3]([c:4]1[cH:5][c:6]([CH3:34])[c:7]([CH2:10][O:11][c:12]2[c:13]([N:20]([S:21](=[O:22])(=[O:23])[c:24]3[o:25][c:26]([CH3:29])[cH:27][cH:28]3)[CH2:30][CH:31]([CH3:32])[CH3:33])[cH:14][c:15]([CH3:19])[c:16]([CH3:18])[cH:17]2)[cH:8][cH:9]1)[OH:35]. Yields the product ClC=1C=C2N=CC(=NC2=CC1)NC1=CC=C(OC(C(=O)OCC)C)C=C1 (ethyl 2-{4-[N-(6-chloroquinoxalin-2-yl)amino]phenoxy}propionate). Reaction SMILES: [Cl:1][C:2]1[CH:3]=[C:4]2[C:9](=[CH:10][CH:11]=1)[N:8]=[C:7]([NH:12][C:13]1[CH:18]=[CH:17][C:16]([OH:19])=[CH:15][CH:14]=1)[CH:6]=[N:5]2.Br[CH:21]([CH3:27])[C:22]([O:24][CH2:25][CH3:26])=[O:23].C(=O)([O-])[O-].[K+].[K+]>C(C(C)=O)C>[Cl:1][C:2]1[CH:3]=[C:4]2[C:9](=[CH:10][CH:11]=1)[N:8]=[C:7]([NH:12][C:13]1[CH:18]=[CH:17][C:16]([O:19][CH:21]([CH3:27])[C:22]([O:24][CH2:25][CH3:26])=[O:23])=[CH:15][CH:14]=1)[CH:6]=[N:5]2 |f:2.3.4|. Starting materials: ClC=1C=C2N=CC(=NC2=CC1)NC1=CC=C(C=C1)O (4-[N-(6-chloroquinoxalin-2-yl)amino]phenol), BrC(C(=O)OCC)C (ethyl 2-bromopropionate), C([O-])([O-])=O.[K+].[K+] (potassium carbonate). Procedure: A mixture of 4-[N-(6-chloroquinoxalin-2-yl)amino]phenol (10 mmole), ethyl 2-bromopropionate (10 mmole), anhydrous potassium carbonate (2.0 g) and methyl ethyl ketone (100 ml) was heated under reflux for a period of 12 hours. The mixture was filtered and the solvent was removed by distillation under reduced pressure. The residue was chromatographed over alumina (eluent dichloromethane) to give ethyl 2-{4-[N-(6-chloroquinoxalin-2-yl)amino]phenoxy}propionate, mp 136° C. The solvent is C(C)C(=O)C (methyl ethyl ketone). Starting materials: C(C)C1=NOC(=C1C=1NC2=CC=CC=C2C1CCC(C(=O)N(C)C)=O)C (2-(3-ethyl-5-methyl-4-isoxazolyl)-N,N-dimethyl- -oxo-indole-3-butanamide). Run in C1CCOC1 (THF), C1CCOC1 (THF). The product is C(C)C1=NOC(=C1C=1NC2=CC=CC=C2C1CCCCN(C)C)C (2-(3-ethyl-5-methyl-4-isoxazolyl)-3-(4-dimethylaminobutyl)-indole). As a reaction SMILES: [CH2:1]([C:3]1[C:7]([C:8]2[NH:9][C:10]3[C:15]([C:16]=2[CH2:17][CH2:18][C:19](=O)[C:20]([N:22]([CH3:24])[CH3:23])=O)=[CH:14][CH:13]=[CH:12][CH:11]=3)=[C:6]([CH3:26])[O:5][N:4]=1)[CH3:2]>C1COCC1>[CH2:1]([C:3]1[C:7]([C:8]2[NH:9][C:10]3[C:15]([C:16]=2[CH2:17][CH2:18][CH2:19][CH2:20][N:22]([CH3:23])[CH3:24])=[CH:14][CH:13]=[CH:12][CH:11]=3)=[C:6]([CH3:26])[O:5][N:4]=1)[CH3:2]. Procedure details: A solution of 5.3 grams (0.015 mole) of 2-(3-ethyl-5-methyl-4-isoxazolyl)-N,N-dimethyl- -oxo-indole-3-butanamide in 75 ml dry THF is added dropwise to a refluxing suspension of 1.71 grams (0.045 mole) of LiAlHy and 50 ml THF. The mixture is refluxed 2 hours after addition and then cooled and quenched by the addition of ethyl acetate, 2N sodium hydroxide and water. The mixture is filtered and the THF evaporated. The residue is dissolved in CH2Cl2, washed with water, dried over MgSO4, filtered and... The reactants are NC1=NC=C(C(=O)OCC)C=C1 (ethyl 6-aminonicotinate), ClCCCS(=O)(=O)Cl (3-chloropropane-1-sulfonyl chloride). Product: O=S1(N(CCC1)C1=NC=C(C(=O)OCC)C=C1)=O (ethyl 6-(1,1-dioxo-1λ6-isothiazolidin-2-yl)nicotinate). As a reaction SMILES: [NH2:1][C:2]1[CH:12]=[CH:11][C:5]([C:6]([O:8][CH2:9][CH3:10])=[O:7])=[CH:4][N:3]=1.Cl[CH2:14][CH2:15][CH2:16][S:17](Cl)(=[O:19])=[O:18]>>[O:18]=[S:17]1(=[O:19])[CH2:16][CH2:15][CH2:14][N:1]1[C:2]1[CH:12]=[CH:11][C:5]([C:6]([O:8][CH2:9][CH3:10])=[O:7])=[CH:4][N:3]=1. Reported procedure: Using ethyl 6-aminonicotinate (2.02 g) and 3-chloropropane-1-sulfonyl chloride (1.8 mL) and by the reaction and treatment in the same manner as in Preparation Example 17, the title compound (2.29 g) was obtained.